Dataset: the Open Reaction Database (ORD), a public repository of structured organic reaction records. Task: describe an organic reaction: reactants, conditions, products, and yield Starting materials: [Li]CCCC (n-BuLi), C(CCCCCCCCCCCCC)C=1SC=CC1 (2-tetradecyl-thiophene), C[Sn](C)(C)Cl (Trimethyltin chloride), resultant suspension. Run in C1CCOC1 (THF), C1CCOC1 (THF). Reaction conditions: time 30 minute. Yields the product C[Sn](C=1SC(=CC1)CCCCCCCCCCCCCC)(C)C (trimethyl-(5-tetradecyl-thiophen-2-yl)-stannane). Yield: 90.2%. Reaction SMILES: [Li]CCCC.[CH2:6]([C:20]1[S:21][CH:22]=[CH:23][CH:24]=1)[CH2:7][CH2:8][CH2:9][CH2:10][CH2:11][CH2:12][CH2:13][CH2:14][CH2:15][CH2:16][CH2:17][CH2:18][CH3:19].[CH3:25][Sn:26](Cl)([CH3:28])[CH3:27]>C1COCC1>[CH3:25][Sn:26]([CH3:28])([CH3:27])[C:22]1[S:21][C:20]([CH2:6][CH2:7][CH2:8][CH2:9][CH2:10][CH2:11][CH2:12][CH2:13][CH2:14][CH2:15][CH2:16][CH2:17][CH2:18][CH3:19])=[CH:24][CH:23]=1. Procedure details: n-BuLi (1.6 M, 42 mL, 67 mmol) was added slowly to a solution of 2-tetradecyl-thiophene (17.0 g, 237 mmol) in THF (150 mL) at −78° C. and stirred for 30 min. Trimethyltin chloride (13.3 g, 67 mmol) in THF (30 mL) was added dropwise to the resultant suspension and then gradually warmed to room temperature. The reaction mixture was stirred for 18 h and quenched with saturated ammonium chloride solution (100 mL). The mixture was extracted with diethyl ether (2×100 mL) and the combined organic extra...